From a dataset of the Open Reaction Database (ORD), a public repository of structured organic reaction records. describe an organic reaction: reactants, conditions, products, and yield The reactants are CC(=O)NCC1CN(c2ccc(N)c(F)c2)C(=O)O1, COc1ccc(P2(=S)SP(=S)(c3ccc(OC)cc3)S2)cc1, C1COCCO1. Product: CC(=S)NCC1CN(c2ccc(N)c(F)c2)C(=O)O1. Reaction SMILES: [C:1]([CH3:2])(=[O:3])[NH:4][CH2:5][CH:6]1[CH2:7][N:8]([c:12]2[cH:13][c:14]([F:19])[c:15]([NH2:18])[cH:16][cH:17]2)[C:9](=[O:11])[O:10]1.[CH3:20][O:21][c:22]1[cH:23][cH:24][c:25]([P:26]2(=[S:29])[S:27][P:28]([c:30]3[cH:31][cH:32][c:33]([O:34][CH3:35])[cH:36][cH:37]3)(=[S:38])[S:39]2)[cH:40][cH:41]1.[O:42]1[CH2:43][CH2:44][O:45][CH2:46][CH2:47]1>>[C:1]([CH3:2])([NH:4][CH2:5][CH:6]1[CH2:7][N:8]([c:12]2[cH:13][c:14]([F:19])[c:15]([NH2:18])[cH:16][cH:17]2)[C:9](=[O:11])[O:10]1)=[S:29]. The reactants are FC(C(=O)OC(C(F)(F)F)=O)(F)F (trifluoroacetic anhydride), ice, N[C@H]1CC2=C(C=CC=C2CC1)N1CCN(CC1)C ((R)-2-amino-8-(4-methylpiperazin-1-yl)-1,2,3,4-tetrahydronaphthalene), N1=CC=CC=C1 (pyridine). The reagents and catalysts are CN(C1=CC=NC=C1)C (4-dimethylaminopyridine). The solvent is C(Cl)Cl (methylene chloride). Run at time 1 hour. Yields the product C(C)OCC.CCCCCC (diethyl ether hexane), CN1CCN(CC1)C=1C=CC=C2CC[C@H](CC12)NC(C(F)(F)F)=O ((R)-N-[8-(4-Methylpiperazin-1-yl)-1,2,3,4-tetrahydro-2-naphthyl]trifluoroacetamide). Isolated yield 104.4%. As a reaction SMILES: [NH2:1][C@@H:2]1[CH2:11][CH2:10][C:9]2[C:4](=[C:5]([N:12]3[CH2:17][CH2:16][N:15]([CH3:18])[CH2:14][CH2:13]3)[CH:6]=[CH:7][CH:8]=2)[CH2:3]1.N1C=CC=CC=1.[F:25][C:26]([F:37])([F:36])[C:27]([O:29][C:30](=O)[C:31](F)(F)F)=[O:28]>CN(C)C1C=CN=CC=1.C(Cl)Cl>[CH2:27]([O:29][CH2:30][CH3:31])[CH3:26].[CH3:10][CH2:11][CH2:2][CH2:3][CH2:4][CH3:5].[CH3:18][N:15]1[CH2:16][CH2:17][N:12]([C:5]2[CH:6]=[CH:7][CH:8]=[C:9]3[C:4]=2[CH2:3][C@H:2]([NH:1][C:27](=[O:28])[C:26]([F:37])([F:36])[F:25])[CH2:11][CH2:10]3)[CH2:13][CH2:14]1 |f:5.6|. Procedure details: To an ice-cooled solution of (R)-2-amino-8-(4-methylpiperazin-1-yl)-1,2,3,4-tetrahydronaphthalene (120 mg, 0.49 mmol), pyridine (100 μL, 1.2 mmol) and 4-dimethylaminopyridine (20 mg, 0.16 mmol) in methylene chloride (10 mL) was added dropwise trifluoroacetic anhydride (72 μL, 0.51 mmol). After the addition the reaction was allowed to stir at ambient temperature for 1 h and was then washed with water. The methylene chloride phase was dried (Na2SO4), filtered and evaporated in vacuo. The residue w... Starting materials: COC=1C=C(C=CC=O)C=C(C1O)OC (3,5-dimethoxy-4-hydroxycinnamaldehyde), C(#N)CC(=S)N (2-cyanothioacetamide). The product is NC(=S)\C(\C#N)=C\C=C\C1=CC(=C(C(=C1)OC)O)OC ((E,E)-2- Aminothiocarbonyl-3-(3,5-dimethoxy-4-hydroxystyryl)acrylonitrile). The yield is 47.8%. Reaction SMILES: [CH3:1][O:2][C:3]1[CH:4]=[C:5]([CH:10]=[C:11]([O:14][CH3:15])[C:12]=1[OH:13])[CH:6]=[CH:7][CH:8]=O.[C:16]([CH2:18][C:19]([NH2:21])=[S:20])#[N:17]>>[NH2:21][C:19](/[C:18](=[CH:8]/[CH:7]=[CH:6]/[C:5]1[CH:4]=[C:3]([O:2][CH3:1])[C:12]([OH:13])=[C:11]([O:14][CH3:15])[CH:10]=1)/[C:16]#[N:17])=[S:20]. Procedure details: The compound was prepared as described in Example 3 by adding 3,5-dimethoxy-4-hydroxycinnamaldehyde (0.15 g, 0.72 mmol) to 2-cyanothioacetamide (0.073 g, 0.72 mmol). After refluxing for 1 h the residue was purified on a TLC-plate in hexane-ethyl acetate, 1:1 to give a red solid (0.10 g, 52%). The product gave the following analytical data: Reactants: O=C([O-])[O-], COc1ccc(C#N)cc1S(=O)(=O)Cl, [K+], [K+], CCOC(=O)C(=O)Nc1cc(C(C)C)ccc1CCN, C1CCOC1, O. The product is CCOC(=O)C(=O)Nc1cc(C(C)C)ccc1CCNS(=O)(=O)c1cc(C#N)ccc1OC. As a reaction SMILES: [C:21](=[O:22])([O-:23])[O-:24].[C:27](#[N:28])[c:29]1[cH:30][cH:31][c:32]([O:39][CH3:40])[c:33]([S:35](=[O:36])(=[O:37])[Cl:38])[cH:34]1.[K+:25].[K+:26].[NH2:1][CH2:2][CH2:3][c:4]1[c:5]([NH:13][C:14]([C:15](=[O:16])[O:17][CH2:18][CH3:19])=[O:20])[cH:6][c:7]([CH:10]([CH3:11])[CH3:12])[cH:8][cH:9]1.[O:42]1[CH2:43][CH2:44][CH2:45][CH2:46]1.[OH2:41]>>[NH:1]([CH2:2][CH2:3][c:4]1[c:5]([NH:13][C:14]([C:15](=[O:16])[O:17][CH2:18][CH3:19])=[O:20])[cH:6][c:7]([CH:10]([CH3:11])[CH3:12])[cH:8][cH:9]1)[S:35]([c:33]1[c:32]([O:39][CH3:40])[cH:31][cH:30][c:29]([C:27]#[N:28])[cH:34]1)(=[O:36])=[O:37]. Reactants: ClC1=NC(=C(C(=O)NN)C=C1)C (6-Chloro-2-methylnicotinohydrazide), C(=O)(N1C=NC=C1)N1C=NC=C1 (1,1′-carbonylbis(1H-imidazole)). The solvent is C(C)(=O)OCC (ethyl acetate), CN(C=O)C (dimethylformamide). Product: ClC1=CC=C(C(=N1)C)C1=NNC(O1)=O (5-(6-Chloro-2-methylpyridin-3-yl)-1,3,4-oxadiazol-2(3H)-one). RXN SMILES: [Cl:1][C:2]1[CH:11]=[CH:10][C:5]([C:6]([NH:8][NH2:9])=[O:7])=[C:4]([CH3:12])[N:3]=1.[C:13](N1C=CN=C1)(N1C=CN=C1)=[O:14]>CN(C)C=O.C(OCC)(=O)C>[Cl:1][C:2]1[N:3]=[C:4]([CH3:12])[C:5]([C:6]2[O:7][C:13](=[O:14])[NH:9][N:8]=2)=[CH:10][CH:11]=1. Procedure details: 6-Chloro-2-methylnicotinohydrazide (60 mg, 0.32 mmol) and 1,1′-carbonylbis(1H-imidazole) (58 mg, 0.36 mmol) were taken up in dimethylformamide (1.6 ml). The reaction was heated overnight to 60° C. It was then allowed to cool to room temperature, taken up in ethyl acetate, and washed with water. The organic layer was concentrated under reduced pressure to afford the title compound. Reactants: COCCOC, COC(=O)c1cc(N)nc(Cl)n1, COc1c(Cl)ccc(B(O)O)c1F, O. The product is COC(=O)c1cc(N)nc(-c2ccc(Cl)c(OC)c2F)n1. Reaction SMILES: [CH2:26]([CH2:27][O:28][CH3:29])[O:30][CH3:31].[CH3:1][O:2][C:3](=[O:4])[c:5]1[n:6][c:7]([Cl:12])[n:8][c:9]([NH2:11])[cH:10]1.[Cl:13][c:14]1[c:15]([O:24][CH3:25])[c:16]([F:23])[c:17]([B:20]([OH:21])[OH:22])[cH:18][cH:19]1.[OH2:32]>>[CH3:1][O:2][C:3](=[O:4])[c:5]1[n:6][c:7](-[c:17]2[c:16]([F:23])[c:15]([O:24][CH3:25])[c:14]([Cl:13])[cH:19][cH:18]2)[n:8][c:9]([NH2:11])[cH:10]1.